This data is from the Open Reaction Database (ORD), a public repository of structured organic reaction records. The task is: describe an organic reaction: reactants, conditions, products, and yield Starting materials: Cc1cc(NC(=O)CBr)ccc1Br, N#Cc1ccccc1N1CCNCC1, CCOC(C)=O, Cc1ccccc1, CCN(C(C)C)C(C)C, O. The product is Cc1cc(NC(=O)CN2CCN(c3ccccc3C#N)CC2)ccc1Br. As a reaction SMILES: [Br:1][CH2:2][C:3](=[O:4])[NH:5][c:6]1[cH:7][c:8]([CH3:13])[c:9]([Br:12])[cH:10][cH:11]1.[C:23](#[N:24])[c:25]1[c:26]([N:31]2[CH2:32][CH2:33][NH:34][CH2:35][CH2:36]2)[cH:27][cH:28][cH:29][cH:30]1.[CH3:37][CH2:38][O:39][C:40](=[O:41])[CH3:42].[CH3:43][c:44]1[cH:45][cH:46][cH:47][cH:48][cH:49]1.[CH:14]([N:15]([CH2:16][CH3:17])[CH:18]([CH3:19])[CH3:20])([CH3:21])[CH3:22].[OH2:50]>>[CH2:2]([C:3](=[O:4])[NH:5][c:6]1[cH:7][c:8]([CH3:13])[c:9]([Br:12])[cH:10][cH:11]1)[N:34]1[CH2:33][CH2:32][N:31]([c:26]2[c:25]([C:23]#[N:24])[cH:30][cH:29][cH:28][cH:27]2)[CH2:36][CH2:35]1. Starting materials: [Si](C)(C)(C(C)(C)C)O[C@H](C)[C@H]1C(N([C@@H]1CC(=O)S[C@@H]1CN(CC1)C(C)=NC(=O)OCC1=CC=C(C=C1)[N+](=O)[O-])C(=C(C)C)C(=O)OCC1=CC=C(C=C1)[N+](=O)[O-])=O ((3S, 4R)-3-[(R)-1-t-butyldimethylsilyloxyethyl]-4-([(S)-1-[N-(p-nitrobenzyloxycarbonyl)acetimidoyl]pyrrolidin-3-ylthio]carbonylmethyl)-1 -[2-methyl-1-(p-nitrobenzyloxycarbonyl)prop-1-enyl]-2-azetidinone), B(F)(F)F.CCOCC (boron trifluoride etherate). Solvent: C(C)#N (acetonitrile), C(C)(=O)OCC (ethyl acetate). Reaction conditions: time 2.5 hour. The product is O[C@H](C)[C@H]1C(N([C@@H]1CC(=O)S[C@@H]1CN(CC1)C(C)=NC(=O)OCC1=CC=C(C=C1)[N+](=O)[O-])C(=C(C)C)C(=O)OCC1=CC=C(C=C1)[N+](=O)[O-])=O ((3S, 4R)-3-[(R)-1-Hydroxyethyl]-4-([(S)-1-[N-(p-nitrobenzyloxycarbonyl)acetimidoyl]pyrrolidin-3-ylthio]carbonylmethyl)-1-[2-methyl-1-(p-nitrobenzyloxycarbonyl)prop-1-enyl]2-azetidinone). Yield: 104.7%. Reaction SMILES: [Si]([O:8][C@@H:9]([C@@H:11]1[C@@H:14]([CH2:15][C:16]([S:18][C@H:19]2[CH2:23][CH2:22][N:21]([C:24](=[N:26][C:27]([O:29][CH2:30][C:31]3[CH:36]=[CH:35][C:34]([N+:37]([O-:39])=[O:38])=[CH:33][CH:32]=3)=[O:28])[CH3:25])[CH2:20]2)=[O:17])[N:13]([C:40]([C:44]([O:46][CH2:47][C:48]2[CH:53]=[CH:52][C:51]([N+:54]([O-:56])=[O:55])=[CH:50][CH:49]=2)=[O:45])=[C:41]([CH3:43])[CH3:42])[C:12]1=[O:57])[CH3:10])(C(C)(C)C)(C)C.B(F)(F)F.CCOCC>C(#N)C.C(OCC)(=O)C>[OH:8][C@@H:9]([C@@H:11]1[C@@H:14]([CH2:15][C:16]([S:18][C@H:19]2[CH2:23][CH2:22][N:21]([C:24](=[N:26][C:27]([O:29][CH2:30][C:31]3[CH:32]=[CH:33][C:34]([N+:37]([O-:39])=[O:38])=[CH:35][CH:36]=3)=[O:28])[CH3:25])[CH2:20]2)=[O:17])[N:13]([C:40]([C:44]([O:46][CH2:47][C:48]2[CH:49]=[CH:50][C:51]([N+:54]([O-:56])=[O:55])=[CH:52][CH:53]=2)=[O:45])=[C:41]([CH3:42])[CH3:43])[C:12]1=[O:57])[CH3:10] |f:1.2|. Reported procedure: 511 mg (0.62 mmole) of (3S, 4R)-3-[(R)-1-t-butyldimethylsilyloxyethyl]-4-([(S)-1-[N-(p-nitrobenzyloxycarbonyl)acetimidoyl]pyrrolidin-3-ylthio]carbonylmethyl)-1 -[2-methyl-1-(p-nitrobenzyloxycarbonyl)prop-1-enyl]-2-azetidinone were dissolved in 20 ml of acetonitrile. To this solution were added 176 mg (1.24 mmole) of boron trifluoride etherate, with stirring and ice-cooling. The reaction mixture was then left to stand at room temperature for 2.5 hours, after which it was diluted with ethyl acetat... Starting materials: ice, ice water, Cl.CN1CCN(CC1)C(CC1=CC=C(C=C1)CCNS(=O)(=O)C1=CC=CC=C1)=O (4-(2-benzenesulphonamidoethyl)-phenylacetic acid [4-methylpiperazide]hydrochloride), CN1CCNCC1 (N-methylpiperazine), C1(=CC=CC=C1)S(=O)(=O)NCCC1=CC=C(C=C1)CC(=O)Cl (4-(2-benzenesulphonamidoethyl)-phenylacetyl chloride). Run in N1=CC=CC=C1 (pyridine). Conditions: temperature 20 celsius, time 1 hour. Yields the product CN1CCN(CC1)C(CC1=CC=C(C=C1)CCNS(=O)(=O)C1=CC=CC=C1)=O (4-(2-Benzenesulphonamidoethyl)-phenylacetic acid [4-methylpiperazide]). As a reaction SMILES: CN1CCNCC1.C1(S(NCCC2C=CC(CC(Cl)=O)=CC=2)(=O)=O)C=CC=CC=1.Cl.[CH3:31][N:32]1[CH2:37][CH2:36][N:35]([C:38](=[O:58])[CH2:39][C:40]2[CH:45]=[CH:44][C:43]([CH2:46][CH2:47][NH:48][S:49]([C:52]3[CH:57]=[CH:56][CH:55]=[CH:54][CH:53]=3)(=[O:51])=[O:50])=[CH:42][CH:41]=2)[CH2:34][CH2:33]1>N1C=CC=CC=1>[CH3:31][N:32]1[CH2:33][CH2:34][N:35]([C:38](=[O:58])[CH2:39][C:40]2[CH:41]=[CH:42][C:43]([CH2:46][CH2:47][NH:48][S:49]([C:52]3[CH:57]=[CH:56][CH:55]=[CH:54][CH:53]=3)(=[O:51])=[O:50])=[CH:44][CH:45]=2)[CH2:36][CH2:37]1 |f:2.3|. Procedure: To an ice-cooled solution of 3.0 g. (30 mmol) N-methylpiperazine and 100 ml. anhydrous pyridine are added portionwise, with stirring, in the course of one hour, 10.1 g. (30 mmol) 4-(2-benzenesulphonamidoethyl)-phenylacetyl chloride. Subsequently, the reaction mixture is allowed to warm up to 20° C., then heated for 5 hours at 90° C., cooled and poured into about 500 ml. ice water. The mixture is extracted with methylene chloride and the methylene chloride phase, after drying with anhydrous sodiu...